Dataset: the Open Reaction Database (ORD), a public repository of structured organic reaction records. Task: describe an organic reaction: reactants, conditions, products, and yield Starting materials: C(C1=CC=CC=C1)OC1=CC=C(C(C(=O)O)O)C=C1 (4-Benzyloxymandelic acid), C1(=CC=CC=C1)[C@H](C)N ((S)-1-phenylethylamine). The solvent is CO (methanol), C(C)(=O)OCC (ethyl acetate), CO (methanol), C(C)(=O)OCC (ethyl acetate). The product is C1(=CC=CC=C1)[C@H](C)N ((S)-1-phenylethylamine), C(C1=CC=CC=C1)OC1=CC=C([C@@H](C(=O)O)O)C=C1 ((S)-4-benzyloxymandelic acid). As a reaction SMILES: [CH2:1]([O:8][C:9]1[CH:19]=[CH:18][C:12]([CH:13]([OH:17])[C:14]([OH:16])=[O:15])=[CH:11][CH:10]=1)[C:2]1[CH:7]=[CH:6][CH:5]=[CH:4][CH:3]=1.[C:20]1([C@@H:26]([NH2:28])[CH3:27])[CH:25]=[CH:24][CH:23]=[CH:22][CH:21]=1>CO.C(OCC)(=O)C>[C:20]1([C@@H:26]([NH2:28])[CH3:27])[CH:25]=[CH:24][CH:23]=[CH:22][CH:21]=1.[CH2:1]([O:8][C:9]1[CH:19]=[CH:18][C:12]([C@H:13]([OH:17])[C:14]([OH:16])=[O:15])=[CH:11][CH:10]=1)[C:2]1[CH:3]=[CH:4][CH:5]=[CH:6][CH:7]=1. Procedure details: 4-Benzyloxymandelic acid (40.8 g) was dissolved in methanol (405 ml) and ethyl acetate (405 ml), and a solution of (S)-1-phenylethylamine (20.4 ml) in methanol (200 ml) and ethyl acetate (200 ml) was added to the solution. After the mixture was allowed to stand at room temperature, the resulting precipitates (37.9 g) were obtained. Recrystallization of the precipitates from methanol (926 ml) gave a salt of (S)-1-phenylethylamine and (S)-4-benzyloxymandelic acid (24.8 g) having a melting point of... Reactants: CC1(OC2=C(C1)C=CC=C2OC2=NC=CC=C2[N+](=O)[O-])C (2-(2,2-Dimethyl-2,3-dihydrobenzofuran-7-yloxy)-3-nitropyridine). The reagents and catalysts are [Pd] (Palladium on charcoal). The solvent is CO (methanol), C(C)(=O)OCC (ethyl acetate). Run at time 1 hour. Yields the product CC1(OC2=C(C1)C=CC=C2OC2=NC=CC=C2N)C (2-(2,2-Dimethyl-2,3-Dihydrobenzofuran-7-yloxy)pyridin-3-Amine). The yield is 97.0%. RXN SMILES: [CH3:1][C:2]1([CH3:21])[CH2:6][C:5]2[CH:7]=[CH:8][CH:9]=[C:10]([O:11][C:12]3[C:17]([N+:18]([O-])=O)=[CH:16][CH:15]=[CH:14][N:13]=3)[C:4]=2[O:3]1>CO.C(OCC)(=O)C.[Pd]>[CH3:1][C:2]1([CH3:21])[CH2:6][C:5]2[CH:7]=[CH:8][CH:9]=[C:10]([O:11][C:12]3[C:17]([NH2:18])=[CH:16][CH:15]=[CH:14][N:13]=3)[C:4]=2[O:3]1. Procedure: 134a (3.27 g, 11.4 mmol) was dissolved in a 1:1 mixture of methanol and ethyl acetate (80 mL). Palladium on charcoal (10%, 1.2 g, 1.1 mmol) was added, and the mixture was stirred 1 h under hydrogen atmosphere (40 psi). The reaction mixture was filtered over Celite® and concentrated to afford 2.78 g (97% yield, 100% pure) of 134b as an off-white solid. [M+H]+=257.17; in NMR (500 MHz, deuterochloroform) δ ppm 7.53 (d, 1H, J=5.0 Hz), 6.97 (d, 2H, J=10.0 Hz), 6.95 (d, 1H, J=5.0 Hz), 6.80 (m, 2H), 3.... Reactants: O=C[C@H](O)[C@@H](O)[C@H](O)[C@H](O)CO (dextrose), O=C[C@H](O)[C@@H](O)[C@H](O)[C@H](O)CO (dextrose), [OH-].[K+] (KOH), O=C[C@H](O)[C@@H](O)[C@H](O)[C@H](O)CO (dextrose), Mg(OH)2, [OH-].[K+] (KOH), Mg(OH)2. The solvent is stainless steel. Conditions: time 8 hour. Yields the product C([C@@H]1[C@H]([C@@H]([C@](O1)(CO)O)O)O)O (levulose). RXN SMILES: [O:1]=[CH:2][C@@H:3]([C@H:5]([C@@H:7]([C@@H:9]([CH2:11][OH:12])[OH:10])[OH:8])[OH:6])[OH:4].[OH-].[K+]>>[CH2:11]([OH:12])[C@H:9]1[O:10][C@:3]([OH:4])([CH2:2][OH:1])[C@@H:5]([OH:6])[C@@H:7]1[OH:8] |f:1.2|. Reported procedure: An aqueous solution containing 80 g. of dextrose (d.b.) and 13.3 mg. of Mg(OH)2 per 100 ml. was prepared. The solution was stirred for at least one hour (preferably overnight) to equilibrate. The pH was adjusted to 8.5 at room temperature with 3 N KOH. 193.9 g. of substrate (about 150 ml.) was added to a 1-liter stainless steel beaker covered with a center-holed watch glass containing an additional hole near the edge. The sample was placed in a 60°C water bath, and stirred for 15 minutes, while ... The reactants are C1CCOC1, CCN(C(C)C)C(C)C, Cc1nc(Cl)cc(Cl)n1, CC(C)(C)OC(=O)N1CCNCC1. The product is Cc1nc(Cl)cc(N2CCN(C(=O)OC(C)(C)C)CC2)n1. As a reaction SMILES: [CH2:32]1[O:33][CH2:34][CH2:35][CH2:36]1.[CH:23]([N:24]([CH2:25][CH3:26])[CH:27]([CH3:28])[CH3:29])([CH3:30])[CH3:31].[Cl:1][c:2]1[n:3][c:4]([CH3:9])[n:5][c:6]([Cl:8])[cH:7]1.[N:10]1([C:16](=[O:17])[O:18][C:19]([CH3:20])([CH3:21])[CH3:22])[CH2:11][CH2:12][NH:13][CH2:14][CH2:15]1>>[c:2]1([N:13]2[CH2:12][CH2:11][N:10]([C:16](=[O:17])[O:18][C:19]([CH3:20])([CH3:21])[CH3:22])[CH2:15][CH2:14]2)[n:3][c:4]([CH3:9])[n:5][c:6]([Cl:8])[cH:7]1.